From a dataset of the Open Reaction Database (ORD), a public repository of structured organic reaction records. describe an organic reaction: reactants, conditions, products, and yield Reactants: ClC1=C(C=O)C=CC(=C1)F (2-chloro-4-fluorobenzaldehyde), C(C)N1CCNCC1 (1-ethylpiperazine), C([O-])([O-])=O.[K+].[K+] (potassium carbonate). The solvent is CN(C)C=O (DMF). Conditions: temperature 100 celsius. The product is ClC1=C(C=O)C=CC(=C1)N1CCN(CC1)CC (2-chloro-4-(4-ethylpiperazin-1-yl)benzaldehyde). As a reaction SMILES: [Cl:1][C:2]1[CH:9]=[C:8](F)[CH:7]=[CH:6][C:3]=1[CH:4]=[O:5].[CH2:11]([N:13]1[CH2:18][CH2:17][NH:16][CH2:15][CH2:14]1)[CH3:12].C(=O)([O-])[O-].[K+].[K+]>CN(C=O)C>[Cl:1][C:2]1[CH:9]=[C:8]([N:16]2[CH2:17][CH2:18][N:13]([CH2:11][CH3:12])[CH2:14][CH2:15]2)[CH:7]=[CH:6][C:3]=1[CH:4]=[O:5] |f:2.3.4|. Procedure details: In a 250 mL round bottom flask, 2-chloro-4-fluorobenzaldehyde (3.15 g, 20 mmol), 1-ethylpiperazine (2.8 mL, 22 mmol), and potassium carbonate (2.76 g, 20 mmol) were dissolved in anhydrous DMF (20 mL). The mixture was heated at 100° C. for 4 hours. DMF was evaporated under vacuum. The crude product was partitioned between water (100 mL) and DCM (150 mL). The organic phase was separated, washed with water, dried over Na2SO4, and evaporated to provide nearly pure 2-chloro-4-(4-ethylpiperazin-1-yl)b...